From a dataset of the Open Reaction Database (ORD), a public repository of structured organic reaction records. describe an organic reaction: reactants, conditions, products, and yield Reactants: amino acid, N([C@@H](CCC(OC(C)(C)C)=O)C(=O)N[C@@H](CCC(OC(C)(C)C)=O)C(=O)ON1C(=O)CCC1=O)C(=O)OC(C)(C)C (Boc-Glu(OtBu)-Glu(OtBu)-OSu), N[C@@H](CCC(O)=O)C(=O)O.CN1CC[C@]23C4=C5C=CC(=C4O[C@H]2C(=O)CC[C@H]3[C@H]1C5)OC (Glu Hydrocodone). Yields the product N[C@@H](CCC(O)=O)C(=O)N[C@@H](CCC(O)=O)C(=O)N[C@@H](CCC(O)=O)C(=O)O.CN1CC[C@]23C4=C5C=CC(=C4O[C@H]2C(=O)CC[C@H]3[C@H]1C5)OC (Glu-Glu-Glu Hydrocodone). Reaction SMILES: [NH:1]([C:35]([O:37]C(C)(C)C)=O)[C@H:2]([C:12]([NH:14][C@H:15]([C:25]([O:27]N1C(=O)CCC1=O)=[O:26])[CH2:16][CH2:17][C:18](=[O:24])[O:19]C(C)(C)C)=[O:13])[CH2:3][CH2:4][C:5](=[O:11])[O:6]C(C)(C)C.[NH2:42][C@H:43](C(O)=O)[CH2:44][CH2:45][C:46](=[O:48])[OH:47].[CH3:52][N:53]1[C@@H:70]2[CH2:71][C:58]3[CH:59]=[CH:60][C:61]([O:72][CH3:73])=[C:62]4[O:63][C@H:64]5[C:65]([CH2:67][CH2:68][C@@H:69]2[C@:56]5([C:57]=34)[CH2:55][CH2:54]1)=[O:66]>>[NH2:42][C@H:43]([C:35]([NH:1][C@H:2]([C:12]([NH:14][C@H:15]([C:25]([OH:27])=[O:26])[CH2:16][CH2:17][C:18](=[O:24])[OH:19])=[O:13])[CH2:3][CH2:4][C:5](=[O:11])[OH:6])=[O:37])[CH2:44][CH2:45][C:46](=[O:47])[OH:48].[CH3:52][N:53]1[C@@H:70]2[CH2:71][C:58]3[CH:59]=[CH:60][C:61]([O:72][CH3:73])=[C:62]4[O:63][C@H:64]5[C:65]([CH2:67][CH2:68][C@@H:69]2[C@:56]5([C:57]=34)[CH2:55][CH2:54]1)=[O:66] |f:1.2,3.4|. Procedure: Glu-Glu-Glu-Hydrocodone was prepared by a similar method to 9 except the amino acid starting material was Boc-Glu(OtBu)-Glu(OtBu)-OSu and the conjugate starting material was Glu-Hydrocodone. Conditions: temperature 80 celsius. The reactants are CI (methyl iodide), NC=1SC=C2C1C(N(C2=O)C2C(NC(CC2)=O)=O)=O (1-amino-5-(2,6-dioxopiperidin-3-yl)-5H-thieno(3,4-c)pyrrole-4,6-dione), O (water). Procedure details: 0.084 g of 1-amino-5-(2,6-dioxopiperidin-3-yl)-5H-thieno(3,4-c)pyrrole-4,6-dione was dissolved in 10 mL of DMF, and 0.5 mL of methyl iodide were added. The reaction mixture was heated to 80° C., allowed to react at that temperature for 6 h, cooled, and 100 mL of water were added. The reaction solution was extracted with ethyl acetate (3×30 mL). The organic phases were combined, washed with 30 mL of and 30 mL of brine, dried over anhydrous MgSO4, filtered, and evaporated to dryness. The remaining... Yields the product CNC=1SC=C2C1C(N(C2=O)C2C(NC(CC2)=O)=O)=O (1-methylamino-5-(2,6-dioxopiperidin-3-yl)-5H-thieno(3,4-c)pyrrole-4,6-dione). Solvent: CN(C)C=O (DMF). RXN SMILES: [NH2:1][C:2]1[S:3][CH:4]=[C:5]2[C:9](=[O:10])[N:8]([CH:11]3[CH2:16][CH2:15][C:14](=[O:17])[NH:13][C:12]3=[O:18])[C:7](=[O:19])[C:6]=12.[CH3:20]I.O>CN(C=O)C>[CH3:20][NH:1][C:2]1[S:3][CH:4]=[C:5]2[C:9](=[O:10])[N:8]([CH:11]3[CH2:16][CH2:15][C:14](=[O:17])[NH:13][C:12]3=[O:18])[C:7](=[O:19])[C:6]=12.